From a dataset of the Open Reaction Database (ORD), a public repository of structured organic reaction records. describe an organic reaction: reactants, conditions, products, and yield Reactants: C(#N)C1=C(C=CC(=C1C#N)CCCCC)O (2,3-dicyano-4-pentylphenol), N1=CC=CC=C1 (pyridine), Cl (hydrochloric acid). The product is C(CCCC)C12CCC(CC1)(CC2)C(=O)OC2=C(C(=C(C=C2)CCCCC)C#N)C#N (2,3-dicyano-4-pentylphenyl 4-pentylbicyclo(2,2,2)octane-1-carboxylate). As a reaction SMILES: [C:1]([C:3]1[C:8]([C:9]#[N:10])=[C:7]([CH2:11][CH2:12][CH2:13][CH2:14][CH3:15])[CH:6]=[CH:5][C:4]=1[OH:16])#[N:2].Cl.N1[CH:23]=[CH:22][CH:21]=[CH:20][CH:19]=1>>[CH2:19]([C:21]12[CH2:7][CH2:8][C:3]([C:4]([O:16][C:4]3[CH:5]=[CH:6][C:7]([CH2:11][CH2:12][CH2:13][CH2:14][CH3:15])=[C:8]([C:9]#[N:10])[C:3]=3[C:1]#[N:2])=[O:16])([CH2:19][CH2:20]1)[CH2:23][CH2:22]2)[CH2:20][CH2:21][CH2:22][CH3:23]. Procedure: 25 mmoles of 4-pentylbicyclo(2,2,2)octane-1-carboxylic acid are warmed to the reflux temperature with 40 ml of thionyl chloride for 30 minutes. The acid chloride formed was freed from excess thionyl chloride. The acid chloride thus obtained was now added dropwise to a solution of 25 mmoles of 2,3-dicyano-4-pentylphenol (m.p. 142° C.) in 100 ml of pyridine at 80° C. When the reaction had ended, the mixture was poured into excess dilute hydrochloric acid and extracted with methylene chloride. The ... The reactants are COC1[C@@H](CCCC1)O ((R)-2-methoxycyclohexanol). Solvent: ClCCl (dichloromethane), ClCCl (dichloromethane). Product: COC1[C@H](CCCC1)O ((S)-2-methoxycyclohexanol). Reaction SMILES: [CH3:1][O:2][CH:3]1[CH2:8][CH2:7][CH2:6][CH2:5][C@H:4]1[OH:9]>ClCCl>[CH3:1][O:2][CH:3]1[CH2:8][CH2:7][CH2:6][CH2:5][C@@H:4]1[OH:9]. Procedure: A 500-ml four-mouth flask equipped with a thermometer, dropping funnel, condenser, and stirrer was charged with 47.8 g (0.13 mol) of diparatoluoyl-L-tartaric acid anhydride, 13.0 g (0.1 mol) of (RS)-2-methoxycyclohexanol, 1.2 g of anhydrous iron trichloride, and 300 ml of toluene. After heating under reflux for 10 hours, the reaction solution was analyzed by liquid chromatography. The result of analysis indicated the formation of diparatoluoyl-L-tartaric acid-mono(2-methoxy)cyclohexyl ester (92%... Reactants: CC(=O)OC1C(N(C)S(C)(=O)=O)c2cc(OCc3ccccc3)ccc2OC1(C)C, C1CCC2=NCCCN2CC1, Cc1ccccc1. The product is CN(C1=CC(C)(C)Oc2ccc(OCc3ccccc3)cc21)S(C)(=O)=O. As a reaction SMILES: [CH2:1]([c:2]1[cH:3][cH:4][cH:5][cH:6][cH:7]1)[O:8][c:9]1[cH:10][c:11]2[c:16]([cH:17][cH:18]1)[O:15][C:14]([CH3:19])([CH3:20])[CH:13]([O:21][C:22](=[O:23])[CH3:24])[CH:12]2[N:25]([S:26](=[O:27])(=[O:28])[CH3:29])[CH3:30].[CH2:31]1[CH2:32][CH2:33][C:34]2=[N:39][CH2:38][CH2:37][CH2:36][N:35]2[CH2:40][CH2:41]1.[CH3:42][c:43]1[cH:44][cH:45][cH:46][cH:47][cH:48]1>>[CH2:1]([c:2]1[cH:3][cH:4][cH:5][cH:6][cH:7]1)[O:8][c:9]1[cH:10][c:11]2[c:16]([cH:17][cH:18]1)[O:15][C:14]([CH3:19])([CH3:20])[CH:13]=[C:12]2[N:25]([S:26](=[O:27])(=[O:28])[CH3:29])[CH3:30]. Starting materials: CN(C)c1ccncc1, O=C(Cl)c1ccnc(Cl)c1, Nc1nc(-c2ccoc2)c(C(=O)C2CCOCC2)s1, c1ccncc1. Product: O=C(Nc1nc(-c2ccoc2)c(C(=O)C2CCOCC2)s1)c1ccnc(Cl)c1. As a reaction SMILES: [CH3:36][N:37]([c:38]1[cH:39][cH:40][n:41][cH:42][cH:43]1)[CH3:44].[Cl:20][c:21]1[n:22][cH:23][cH:24][c:25]([C:26](=[O:27])[Cl:28])[cH:29]1.[O:1]1[CH2:2][CH2:3][CH:4]([C:7](=[O:8])[c:9]2[c:10](-[c:15]3[cH:16][o:17][cH:18][cH:19]3)[n:11][c:12]([NH2:14])[s:13]2)[CH2:5][CH2:6]1.[cH:30]1[cH:31][cH:32][n:33][cH:34][cH:35]1>>[O:1]1[CH2:2][CH2:3][CH:4]([C:7](=[O:8])[c:9]2[c:10](-[c:15]3[cH:16][o:17][cH:18][cH:19]3)[n:11][c:12]([NH:14][C:26]([c:25]3[cH:24][cH:23][n:22][c:21]([Cl:20])[cH:29]3)=[O:27])[s:13]2)[CH2:5][CH2:6]1. The reactants are COC(=O)C1=C(C2=C(N=C(N2)C=2N(C=C(C2)NC(=O)OC(C)(C)C)C)C=C1)OC (2-(4-tert-Butoxycarbonylamino-1-methyl-1H-pyrrol-2-yl)-4-meth-oxy-3H-benzimidazole-5-carboxylic Acid Methyl Ester), Cl (HCl). The solvent is [OH-].[Na+] (NaOH). Reaction conditions: temperature 50 celsius, time 3 hour. The product is C(C)(C)(C)OC(=O)NC=1C=C(N(C1)C)C=1NC2=C(N1)C=CC(=C2OC)C(=O)O (2-(4-tert-Butoxycarbonylamino-1-methyl-1H-pyrrol-2-yl)-4-meth-oxy-3H-benzoimidazole-5-carboxylic Acid). The yield is 71.7%. RXN SMILES: C[O:2][C:3]([C:5]1[CH:27]=[CH:26][C:8]2[N:9]=[C:10]([C:12]3[N:13]([CH3:25])[CH:14]=[C:15]([NH:17][C:18]([O:20][C:21]([CH3:24])([CH3:23])[CH3:22])=[O:19])[CH:16]=3)[NH:11][C:7]=2[C:6]=1[O:28][CH3:29])=[O:4].Cl>[OH-].[Na+]>[C:21]([O:20][C:18]([NH:17][C:15]1[CH:16]=[C:12]([C:10]2[NH:11][C:7]3[C:6]([O:28][CH3:29])=[C:5]([C:3]([OH:4])=[O:2])[CH:27]=[CH:26][C:8]=3[N:9]=2)[N:13]([CH3:25])[CH:14]=1)=[O:19])([CH3:24])([CH3:22])[CH3:23] |f:2.3|. Procedure: Methyl ester 16 (51 mg, 0.13 mmol) was dissolved in 1 M NaOH (1:1 dioxane/H2O, 5 mL) and stirred overnight at r.t and an additional 3 h at 50° C. The reaction mixture was cooled to 0° C. and 1N HCl was added dropwise to adjust the pH to 3-4, while a white precipitate was formed. Separation of the product was accomplished by centrifugation and decanting of the supernatant. Lyophilization gave 36 mg (73%) of 17 as a beige solid. Data of 17: 1H NMR (500 MHz, DMSO-d6): δ 1.40 (s, 9H), 3.97 (s, 3H), ... The reactants are CO, Cl, NC(CC1CCCC1)C(=O)O. Product: COC(=O)C(N)CC1CCCC1. Reaction SMILES: [CH3:13][OH:14].[ClH:12].[NH2:1][CH:2]([C:3](=[O:4])[OH:5])[CH2:6][CH:7]1[CH2:8][CH2:9][CH2:10][CH2:11]1>>[NH2:1][CH:2]([C:3]([O:4][CH3:13])=[O:5])[CH2:6][CH:7]1[CH2:8][CH2:9][CH2:10][CH2:11]1. Reaction conditions: time 20 minute. Reaction SMILES: [C:1]([O:5][C:6](=[O:17])[NH:7][C:8]1([C:11](=[O:16])N(OC)C)[CH2:10][CH2:9]1)([CH3:4])([CH3:3])[CH3:2].CCOCC.[H-].[Al+3].[Li+].[H-].[H-].[H-]>>[C:1]([O:5][C:6](=[O:17])[NH:7][C:8]1([CH:11]=[O:16])[CH2:9][CH2:10]1)([CH3:4])([CH3:2])[CH3:3] |f:2.3.4.5.6.7|. Yields the product C(C)(C)(C)OC(NC1(CC1)C=O)=O ((1-formylcyclopropyl)carbamic acid tert-butyl ester). Procedure details: To a 0.05 M solution of [1-(methoxy-methyl-carbamoyl)cyclopropyl]carbamic acid tert-butyl ester in Et2O (80 mL, 4.0 mmol) at room temperature was added dropwise lithium aluminum hydride (1.0 M in Et2O, 5 mL, 5.0 mmol). The reaction mixture was stirred for another 20 min and then quenched with 6 mL of a solution of KHSO4 in water. The layers were separated and the aqueous layer was extracted with Et2O. The combined organic layers were washed with 1 N HCl, saturated NaHCO3, and brine, dried (Na2SO... Starting materials: solution, C(C)(C)(C)OC(NC1(CC1)C(N(C)OC)=O)=O ([1-(methoxy-methyl-carbamoyl)cyclopropyl]carbamic acid tert-butyl ester), CCOCC (Et2O), [H-].[Al+3].[Li+].[H-].[H-].[H-] (lithium aluminum hydride). Starting materials: COC1=C(C=CC=C1)N1CCN(CC1)CCCON1C(CC2(CCCC2)CC1=O)O (8-[3-[4-(2-methoxyphenyl)1-piperazinyl]propyloxy]-7-hydroxy-8-azaspiro[4.5]decan-9-one), FC(C(=O)O)(F)F (trifluoroacetic acid), C(Cl)Cl (CH2Cl2). Conditions: time 1.5 hour. The product is O.Cl.COC1=C(C=CC=C1)N1CCN(CC1)CCCON1C(CC2(CCCC2)CC1)=O.O.O.COC1=C(C=CC=C1)N1CCN(CC1)CCCON1C(CC2(CCCC2)CC1)=O.Cl (8-[3-[4-(2-Methoxyphenyl)-1-piperazinyl]propyloxy]-8-azaspiro[4.5]decan-7-one hydrochloride sesquihydrate). As a reaction SMILES: [CH3:1][O:2][C:3]1[CH:8]=[CH:7][CH:6]=[CH:5][C:4]=1[N:9]1[CH2:14][CH2:13][N:12]([CH2:15][CH2:16][CH2:17][O:18][N:19]2[C:28](=O)[CH2:27][C:22]3([CH2:26][CH2:25][CH2:24][CH2:23]3)[CH2:21][CH:20]2[OH:30])[CH2:11][CH2:10]1.FC(F)(F)C(O)=[O:34].C(Cl)[Cl:39]>>[OH2:2].[ClH:39].[CH3:1][O:2][C:3]1[CH:8]=[CH:7][CH:6]=[CH:5][C:4]=1[N:9]1[CH2:14][CH2:13][N:12]([CH2:15][CH2:16][CH2:17][O:18][N:19]2[CH2:28][CH2:27][C:22]3([CH2:23][CH2:24][CH2:25][CH2:26]3)[CH2:21][C:20]2=[O:30])[CH2:11][CH2:10]1.[OH2:34].[OH2:2].[CH3:1][O:2][C:3]1[CH:8]=[CH:7][CH:6]=[CH:5][C:4]=1[N:9]1[CH2:14][CH2:13][N:12]([CH2:15][CH2:16][CH2:17][O:18][N:19]2[CH2:28][CH2:27][C:22]3([CH2:23][CH2:24][CH2:25][CH2:26]3)[CH2:21][C:20]2=[O:30])[CH2:11][CH2:10]1.[ClH:39] |f:3.4.5.6.7.8.9|. Procedure details: To a solution prepared from 8-[3-[4-(2-methoxyphenyl)1-piperazinyl]propyloxy]-7-hydroxy-8-azaspiro[4.5]decan-9-one, 60 ml of CH2Cl2 and 30 ml of trifluoroacetic acid was added triethylsilylane (1.26 ml) in one portion. The mixture was stirred at room temperature for 1.5 hours. Starting materials: C1CCNCC1, C[Al](C)C, ClCCl, COC(=O)c1ccc2nsnc2c1. Yields the product O=C(c1ccc2nsnc2c1)N1CCCCC1. As a reaction SMILES: [CH2:5]1[CH2:6][CH2:7][NH:8][CH2:9][CH2:10]1.[CH3:1][Al:2]([CH3:3])[CH3:4].[Cl:24][CH2:25][Cl:26].[n:11]1[s:12][n:13][c:14]2[c:15]1[cH:16][cH:17][c:18]([C:20](=[O:21])[O:22][CH3:23])[cH:19]2>>[CH2:5]1[CH2:6][CH2:7][N:8]([C:20]([c:18]2[cH:17][cH:16][c:15]3[n:11][s:12][n:13][c:14]3[cH:19]2)=[O:21])[CH2:9][CH2:10]1.